From a dataset of the Open Reaction Database (ORD), a public repository of structured organic reaction records. describe an organic reaction: reactants, conditions, products, and yield Reactants: O[C@@H](C(=O)OC)CC(=O)OC ((R)-dimethyl 2-hydroxysuccinate), S(C)C (Me2S), CO (CH3OH), [BH4-].[Na+] (NaBH4). Run in C1CCOC1 (THF). Run at temperature 10 celsius, time 30 minute. Yields the product O[C@H](CC(=O)OC)CO ((R)-methyl 3,4-dihydroxybutanoate). Isolated yield 112.7%. As a reaction SMILES: [OH:1][C@H:2]([CH2:7][C:8]([O:10][CH3:11])=[O:9])[C:3](OC)=[O:4].S(C)C.[BH4-].[Na+].CO>C1COCC1>[OH:1][C@@H:2]([CH2:3][OH:4])[CH2:7][C:8]([O:10][CH3:11])=[O:9] |f:2.3|. Reported procedure: To a solution of (R)-dimethyl 2-hydroxysuccinate (140 g, 0.86 mol) in THF (1400 mL) was added dropwise Me2S.BH3 (86 mL, 10 M) at 20° C. over 30 min. The mixture was stilted at 20° C. for 30 min. NaBH4 (1.63 g, 42.9 mmol) was added at 10° C. and stirred at 10° C. for 30 min. The mixture was warmed to room temperature and stirred for 1 h. CH3OH (200 mL) was slowly added to the mixture while cooling in an ice-water bath. The resulting mixture was evaporated to give (R)-methyl 3,4-dihydroxybutanoate...